The task is: describe an organic reaction: reactants, conditions, products, and yield. This data is from the Open Reaction Database (ORD), a public repository of structured organic reaction records. Starting materials: [H-].[Na+] (sodium hydride), COC(C(=O)C1=CNC2=CC(=CC=C12)OCC1=CC=CC=C1)=O ((6-benzyloxy-1H-indol-3-yl)-oxo-acetic acid methyl ester), CI (Methyl iodide). Solvent: CN(C=O)C (dimethylformamide). Reaction conditions: temperature 0 celsius, time 20 minute. The product is COC(C(=O)C1=CN(C2=CC(=CC=C12)OCC1=CC=CC=C1)C)=O ((6-benzyloxy-1-methyl-1H-indol-3-yl)-oxo-acetic acid methyl ester). Isolated yield 24.1%. Reaction SMILES: [CH3:1][O:2][C:3](=[O:23])[C:4]([C:6]1[C:14]2[C:9](=[CH:10][C:11]([O:15][CH2:16][C:17]3[CH:22]=[CH:21][CH:20]=[CH:19][CH:18]=3)=[CH:12][CH:13]=2)[NH:8][CH:7]=1)=[O:5].[H-].[Na+].[CH3:26]I>CN(C)C=O>[CH3:1][O:2][C:3](=[O:23])[C:4]([C:6]1[C:14]2[C:9](=[CH:10][C:11]([O:15][CH2:16][C:17]3[CH:22]=[CH:21][CH:20]=[CH:19][CH:18]=3)=[CH:12][CH:13]=2)[N:8]([CH3:26])[CH:7]=1)=[O:5] |f:1.2|. Procedure: A 0° C. suspension of (6-benzyloxy-1H-indol-3-yl)-oxo-acetic acid methyl ester (2.70 g, 8.73 mmol) in dimethylformamide (25 mL) is treated with sodium hydride (437 mg, 10.9 mmol). The mixture is stirred at 0° C. for 20 minutes. Methyl iodide (1.00 mL; 16.1 mmol) is added. The reaction mixture is stirred at 0° C. for 30 minutes and quenched with water (100 mL). The mixture is extracted with EtOAc (50 mL×2). The combined organic layers are dried over Na2SO4, filtered, and concentrated under reduce... Reactants: OCCCBr, O=Cc1cc(Cl)ccc1O, [K+], [K+], O=C([O-])[O-], CN(C)C=O. Product: O=Cc1cc(Cl)ccc1OCCCO. Reaction SMILES: [Br:11][CH2:12][CH2:13][CH2:14][OH:15].[Cl:1][c:2]1[cH:3][cH:4][c:5]([OH:10])[c:6]([CH:7]=[O:8])[cH:9]1.[K+:16].[K+:17].[O-:18][C:19]([O-:20])=[O:21].[O:22]=[CH:23][N:24]([CH3:25])[CH3:26]>>[Cl:1][c:2]1[cH:3][cH:4][c:5]([O:10][CH2:12][CH2:13][CH2:14][OH:15])[c:6]([CH:7]=[O:8])[cH:9]1. Reactants: [H-].[Na+] (sodium hydride), CCCCCC (hexane), C(CCC)C1=CC=C(C(=C1)C(=O)C(=O)OC(C(C=1C(N)=CC=C(C1)CCCC)=O)=O)N (5-Butylisatic acid anhydride), C(C)I (ethyl iodide), ice water, Cl (hydrochloric acid). Run in CN(P(N(C)C)(N(C)C)=O)C (hexamethylphosphoric acid triamide). Conditions: time 1 hour. Yields the product C(C)NC=1C(=CC(=CC1)CCCC)C(=O)C(=O)OC(C(C=1C(NCC)=CC=C(C1)CCCC)=O)=O (N-Ethyl-5-butylisatic acid anhydride). RXN SMILES: [CH2:1]([C:5]1[CH:10]=[C:9]([C:11]([C:13]([O:15][C:16](=[O:30])[C:17](=[O:29])[C:18]2[C:19](=[CH:21][CH:22]=[C:23]([CH2:25][CH2:26][CH2:27][CH3:28])[CH:24]=2)[NH2:20])=[O:14])=[O:12])[C:8]([NH2:31])=[CH:7][CH:6]=1)[CH2:2][CH2:3][CH3:4].[H-].[Na+].[CH2:34](I)[CH3:35].Cl.[CH3:38][CH2:39]CCCC>CN(C)P(=O)(N(C)C)N(C)C>[CH2:38]([NH:31][C:8]1[C:9]([C:11]([C:13]([O:15][C:16](=[O:30])[C:17](=[O:29])[C:18]2[C:19](=[CH:21][CH:22]=[C:23]([CH2:25][CH2:26][CH2:27][CH3:28])[CH:24]=2)[NH:20][CH2:34][CH3:35])=[O:14])=[O:12])=[CH:10][C:5]([CH2:1][CH2:2][CH2:3][CH3:4])=[CH:6][CH:7]=1)[CH3:39] |f:1.2|. Reported procedure: 4.00 g of the anhydride are dissolved in 35 ml of hexamethylphosphoric acid triamide, the solution is cooled to 5° and sodium hydride (0.864 g of a 50% strength suspension in mineral oil, de-oiled with hexane) is added under nitrogen. The mixture is allowed to warm to room temperature, 2.8 g of ethyl iodide are added and stirring is then carried out for 1 hour first at room temperature, then at 40°, and the reaction mixture is poured into a mixture of 300 ml of ice-water and 20 ml of 2N hydrochl... As a reaction SMILES: [C:40]([Br:41])([Br:42])([Br:43])[Br:44].[Cl:45][CH2:46][Cl:47].[OH:1][CH2:2][c:3]1[cH:4][c:5]([C:6](=[O:7])[O:8][C:9]([CH3:10])([CH3:11])[CH3:12])[cH:13][c:14]([O:16][S:17](=[O:18])(=[O:19])[CH3:20])[cH:15]1.[c:21]1([P:22]([c:23]2[cH:24][cH:25][cH:26][cH:27][cH:28]2)[c:29]2[cH:30][cH:31][cH:32][cH:33][cH:34]2)[cH:35][cH:36][cH:37][cH:38][cH:39]1>>[CH2:2]([c:3]1[cH:4][c:5]([C:6](=[O:7])[O:8][C:9]([CH3:10])([CH3:11])[CH3:12])[cH:13][c:14]([O:16][S:17](=[O:18])(=[O:19])[CH3:20])[cH:15]1)[Br:41]. The product is CC(C)(C)OC(=O)c1cc(CBr)cc(OS(C)(=O)=O)c1. Starting materials: BrC(Br)(Br)Br, ClCCl, CC(C)(C)OC(=O)c1cc(CO)cc(OS(C)(=O)=O)c1, c1ccc(P(c2ccccc2)c2ccccc2)cc1. Starting materials: C1(=CC=CC=C1)CCCN (3-phenylpropylamine), C(=O)(N1C=NC=C1)N1C=NC=C1 (1,1′-carbonyldiimidazole), C1(=CC=CC=C1)CCCN (3-phenylpropylamine). The solvent is C1CCOC1 (THF), C1CCOC1 (THF). Conditions: time 30 minute. Product: C1(=CC=CC=C1)CCCNC(=O)N1C=NC=C1 (N-(3-phenylpropyl)-1H-imidazole-1-carboxamide). Reaction SMILES: [C:1]([N:8]1[CH:12]=[CH:11]N=C1)([N:3]1[CH:7]=[CH:6][N:5]=[CH:4]1)=[O:2].[C:13]1([CH2:19]CCN)[CH:18]=[CH:17][CH:16]=[CH:15][CH:14]=1>C1COCC1>[C:13]1([CH2:19][CH2:11][CH2:12][NH:8][C:1]([N:3]2[CH:7]=[CH:6][N:5]=[CH:4]2)=[O:2])[CH:18]=[CH:17][CH:16]=[CH:15][CH:14]=1. Reported procedure: To a suspension of 1,1′-carbonyldiimidazole (33.00 g, 0.203 mol) in THF (100 mL) at room temperature under N2, was added 3-phenylpropylamine (25.00 g, 0.185 mol) in THF (50 mL), dropwise. The reaction mixture became clear during the addition of the 3-phenylpropylamine. After completion of the addition, the clear solution was stirred for 30 min at room temperature and then quenched with water (150 mL) and ethyl acetate (200 mL). The layers were separated and the organic layer washed with water (1... The reactants are C(CC(=O)OCC)(=O)OCC (Diethyl malonate), [H-].[Na+] (sodium hydride), 1b, FC=1C=C(C=CC1[N+](=O)[O-])C1=NN=C(S1)N(C[C@H](CC1=CC=C(C=C1)C(F)(F)F)NC(OC(C)(C)C)=O)C(=O)OC(C)(C)C (tert-butyl (S)-1-(5-(3-fluoro-4-nitrophenyl)-1,3,4-thiadiazol-2-yl-boc-amino)-3-(4-(trifluoromethyl)phenyl)propan-2-ylcarbamate). The solvent is O1CCOCC1 (1,4-dioxane), O1CCOCC1 (1,4-dioxane). Conditions: time 15 minute. The product is C(C)(C)(C)OC(=O)N[C@H](CN(C1=NN=C(S1)C=1C=CC(=C(C1)C(C(=O)OCC)C(=O)OCC)[N+](=O)[O-])C(=O)OC(C)(C)C)CC1=CC=C(C=C1)C(F)(F)F (Diethyl 2-(5-(5-((S)-2-(tert-butoxycarbonylamino)-3-(4-(trifluoromethyl)phenyl)propyl-boc-amino)-1,3,4-thiadiazol-2-yl)-2-nitrophenyl)malonate). As a reaction SMILES: [C:1]([O:9][CH2:10][CH3:11])(=[O:8])[CH2:2][C:3]([O:5][CH2:6][CH3:7])=[O:4].[H-].[Na+].F[C:15]1[CH:16]=[C:17]([C:24]2[S:28][C:27]([N:29]([C:51]([O:53][C:54]([CH3:57])([CH3:56])[CH3:55])=[O:52])[CH2:30][C@@H:31]([NH:43][C:44](=[O:50])[O:45][C:46]([CH3:49])([CH3:48])[CH3:47])[CH2:32][C:33]3[CH:38]=[CH:37][C:36]([C:39]([F:42])([F:41])[F:40])=[CH:35][CH:34]=3)=[N:26][N:25]=2)[CH:18]=[CH:19][C:20]=1[N+:21]([O-:23])=[O:22]>O1CCOCC1>[C:46]([O:45][C:44]([NH:43][C@@H:31]([CH2:32][C:33]1[CH:34]=[CH:35][C:36]([C:39]([F:40])([F:41])[F:42])=[CH:37][CH:38]=1)[CH2:30][N:29]([C:51]([O:53][C:54]([CH3:56])([CH3:55])[CH3:57])=[O:52])[C:27]1[S:28][C:24]([C:17]2[CH:18]=[CH:19][C:20]([N+:21]([O-:23])=[O:22])=[C:15]([CH:2]([C:3]([O:5][CH2:6][CH3:7])=[O:4])[C:1]([O:9][CH2:10][CH3:11])=[O:8])[CH:16]=2)=[N:25][N:26]=1)=[O:50])([CH3:47])([CH3:48])[CH3:49] |f:1.2|. Procedure: Diethyl malonate (2.83 mL, 18.7 mmol) in 30 mL of 1,4-dioxane was added to sodium hydride (0.748 g, 60% dispersion in mineral oil, 18.7 mmol) in 10 mL of 1,4-dioxane at room temperature under nitrogen. The mixture became a clear solution within 5 minutes. The mixture was stirred for another 15 minutes followed by addition of the tert-butyl (S)-1-(5-(3-fluoro-4-nitrophenyl)-1,3,4-thiadiazol-2-yl-boc-amino)-3-(4-(trifluoromethyl)phenyl)propan-2-ylcarbamate as described in Schemes 1a and 1b (3.0 g,... The reactants are C(CC)C1=C(OCCCCC2=NN=NN2)C=CC=C1O (5-[4-(2-propyl-3-hydroxyphenoxy)butyl]-tetrazole), S(=O)(=O)(Cl)Cl (sulfuryl chloride). Solvent: O1CCCC1 (tetrahydrofuran). Conditions: time 1 hour. Yields the product C(CC)C1=C(OCCCCC2=NN=NN2)C=CC(=C1O)Cl (5-[4-(2-propyl-3-hydroxy-4-chlorophenoxy)butyl]-tetrazole). Reaction SMILES: [CH2:1]([C:4]1[C:19]([OH:20])=[CH:18][CH:17]=[CH:16][C:5]=1[O:6][CH2:7][CH2:8][CH2:9][CH2:10][C:11]1[NH:15][N:14]=[N:13][N:12]=1)[CH2:2][CH3:3].S(Cl)([Cl:24])(=O)=O>O1CCCC1>[CH2:1]([C:4]1[C:19]([OH:20])=[C:18]([Cl:24])[CH:17]=[CH:16][C:5]=1[O:6][CH2:7][CH2:8][CH2:9][CH2:10][C:11]1[NH:12][N:13]=[N:14][N:15]=1)[CH2:2][CH3:3]. Procedure: A solution of 1.38 g. of 5-[4-(2-propyl-3-hydroxyphenoxy)butyl]-tetrazole in 25 ml. of tetrahydrofuran was cooled to -10° C. by means of an external alcohol-ice bath. One millimole of sulfuryl chloride was slowly added and the reaction mixture was stirred for one hour. The mixture was evaporated under reduced pressure and the residue was triturated with diethyl ether. The ether was evaporated and the residue was purified by reverse phase high pressure liquid chromatography. The appropriate fract... Yields the product N1(CCOCC1)C1=CC=C(C=C2C(NC3=CC=CC(=C23)C2CCNCC2)=O)C=C1 (3-(4-Morpholin-4-yl-benzylidene)-4-piperidin-4-yl-1,3-dihydro-indol-2-one). Procedure details: 4-Piperidin-4-yl-1,3-dihydroindol-2-one (45 mg, 0.2 mmol) was condensed with 4-morpholin-4-yl-benzaldehyde (43 mg, 0.23 mmol) to give the title compound. As a reaction SMILES: [NH:1]1[CH2:6][CH2:5][CH:4]([C:7]2[CH:15]=[CH:14][CH:13]=[C:12]3[C:8]=2[CH2:9][C:10](=[O:16])[NH:11]3)[CH2:3][CH2:2]1.[N:17]1([C:23]2[CH:30]=[CH:29][C:26]([CH:27]=O)=[CH:25][CH:24]=2)[CH2:22][CH2:21][O:20][CH2:19][CH2:18]1>>[N:17]1([C:23]2[CH:30]=[CH:29][C:26]([CH:27]=[C:9]3[C:8]4[C:12](=[CH:13][CH:14]=[CH:15][C:7]=4[CH:4]4[CH2:3][CH2:2][NH:1][CH2:6][CH2:5]4)[NH:11][C:10]3=[O:16])=[CH:25][CH:24]=2)[CH2:22][CH2:21][O:20][CH2:19][CH2:18]1. Reactants: N1CCC(CC1)C1=C2CC(NC2=CC=C1)=O (4-Piperidin-4-yl-1,3-dihydroindol-2-one), N1(CCOCC1)C1=CC=C(C=O)C=C1 (4-morpholin-4-yl-benzaldehyde).